This data is from the Open Reaction Database (ORD), a public repository of structured organic reaction records. The task is: describe an organic reaction: reactants, conditions, products, and yield Starting materials: CC(=O)O, [H][H], O[O-], CC(Cc1ccc(OCCO)cc1)N1CCOC(c2cccc(Cl)n2)C1. The product is CC(Cc1ccc(OCCO)cc1)[N+]1([O-])CCOC(c2cccc(Cl)n2)C1. RXN SMILES: [CH3:31][C:32](=[O:33])[OH:34].[H:27][H:28].[O:29][O-:30].[OH:1][CH2:2][CH2:3][O:4][c:5]1[cH:6][cH:7][c:8]([CH2:11][CH:12]([CH3:13])[N:14]2[CH2:15][CH:16]([c:20]3[n:21][c:22]([Cl:26])[cH:23][cH:24][cH:25]3)[O:17][CH2:18][CH2:19]2)[cH:9][cH:10]1>>[OH:1][CH2:2][CH2:3][O:4][c:5]1[cH:6][cH:7][c:8]([CH2:11][CH:12]([CH3:13])[N+:14]2([O-:30])[CH2:15][CH:16]([c:20]3[n:21][c:22]([Cl:26])[cH:23][cH:24][cH:25]3)[O:17][CH2:18][CH2:19]2)[cH:9][cH:10]1. Reactants: [N+](=O)([O-])C1=CC=C(COC(=O)N=C(C)N2CCN(CC2)C(=O)[C@H]2N(C[C@H](C2)SC=2[C@@H]([C@H]3N(C2C(=O)OCC2=CC=C(C=C2)[N+](=O)[O-])C([C@@H]3[C@@H](C)O)=O)C)C(=O)OCC3=CC=C(C=C3)[N+](=O)[O-])C=C1 (4-nitrobenzyl (1R, 5S, 6S)-2-[(2S, 4S)-2-[4-(N-4-nitrobenzyloxycarbonylacetimidoyl)piperazin-1-ylcarbonyl]-1-(4-nitrobenzyloxycarbonyl)pyrrolidin-4-ylthio]-6-[(1R)-1-hydroxyethyl]-1-methyl-1-carbapen-2-em-3-carboxylate). The solvent is O1CCCC1 (tetrahydrofuran), O (water). The product is C(C)(=N)N1CCN(CC1)C(=O)[C@H]1NC[C@H](C1)SC=1[C@@H]([C@H]2N(C1C(=O)O)C([C@@H]2[C@@H](C)O)=O)C ((1R, 5S, 6S)-2-[(2S,4S)-2-(4-Acetimidoylpiperazin-1-ylcarbonyl)pyrrolidin-4-ylthio]-6-[(1R)-1-hydroxyethyl]-1-methyl-1-carbapen-2-em-3-carboxylic acid). Isolated yield 23.5%. Reaction SMILES: [N+](C1C=CC(COC([N:12]=[C:13]([N:15]2[CH2:20][CH2:19][N:18]([C:21]([C@@H:23]3[CH2:27][C@H:26]([S:28][C:29]4[C@H:30]([CH3:53])[C@@H:31]5[C@@H:48]([C@H:49]([OH:51])[CH3:50])[C:47](=[O:52])[N:32]5[C:33]=4[C:34]([O:36]CC4C=CC([N+]([O-])=O)=CC=4)=[O:35])[CH2:25][N:24]3C(OCC3C=CC([N+]([O-])=O)=CC=3)=O)=[O:22])[CH2:17][CH2:16]2)[CH3:14])=O)=CC=1)([O-])=O>O1CCCC1.O>[C:13]([N:15]1[CH2:16][CH2:17][N:18]([C:21]([C@@H:23]2[CH2:27][C@H:26]([S:28][C:29]3[C@H:30]([CH3:53])[C@@H:31]4[C@@H:48]([C@H:49]([OH:51])[CH3:50])[C:47](=[O:52])[N:32]4[C:33]=3[C:34]([OH:36])=[O:35])[CH2:25][NH:24]2)=[O:22])[CH2:19][CH2:20]1)(=[NH:12])[CH3:14]. Procedure: 114 mg of 4-nitrobenzyl (1R, 5S, 6S)-2-[(2S, 4S)-2-[4-(N-4-nitrobenzyloxycarbonylacetimidoyl)piperazin-1-ylcarbonyl]-1-(4-nitrobenzyloxycarbonyl)pyrrolidin-4-ylthio]-6-[(1R)-1-hydroxyethyl]-1-methyl-1-carbapen-2-em-3-carboxylate [prepared as described in step (a) above] were dissolved in 6 ml of a 2:1 by volume mixture of tetrahydrofuran and water, and were hydrogenated by bubbling hydrogen through it at room temperature for 2 hours in the presence of 300 mg of 10% w/w palladium-on-charcoal. At ... Starting materials: C(CCC)C1=CC(=NN1CC1=CC=C(C=C1)C1=C(C=CC=C1)C#N)C(=O)OCC (ethyl 5-butyl-1-[(2'-cyanobiphenyl-4-yl)methyl]pyrazole-3-carboxylate), [OH-].[Na+] (NaOH), O (Water). Solvent: CO (methanol). Conditions: time 2 hour. Product: C(CCC)C1=CC(=NN1CC1=CC=C(C=C1)C1=C(C=CC=C1)C#N)C(=O)O (5-Butyl-1-[(2'-cyanobiphenyl-4-yl)methyl]pyrazole-3-carboxylic acid). The yield is 80.6%. As a reaction SMILES: [CH2:1]([C:5]1[N:9]([CH2:10][C:11]2[CH:16]=[CH:15][C:14]([C:17]3[CH:22]=[CH:21][CH:20]=[CH:19][C:18]=3[C:23]#[N:24])=[CH:13][CH:12]=2)[N:8]=[C:7]([C:25]([O:27]CC)=[O:26])[CH:6]=1)[CH2:2][CH2:3][CH3:4].[OH-].[Na+].O>CO>[CH2:1]([C:5]1[N:9]([CH2:10][C:11]2[CH:12]=[CH:13][C:14]([C:17]3[CH:22]=[CH:21][CH:20]=[CH:19][C:18]=3[C:23]#[N:24])=[CH:15][CH:16]=2)[N:8]=[C:7]([C:25]([OH:27])=[O:26])[CH:6]=1)[CH2:2][CH2:3][CH3:4] |f:1.2|. Procedure details: To a solution of ethyl 5-butyl-1-[(2'-cyanobiphenyl-4-yl)methyl]pyrazole-3-carboxylate (5.75 g) in methanol (100 ml) was added 2N-NaOH (15 ml) and the mixture was allowed to stand at room temperature for 2 hours. Water (10 ml) was added and methanol was evaporated under reduced pressure. The mixture was made acidic by addition of 2N-HCl, followed by extraction with ether. The organic layer was washed with water (20 ml×2), dried, and concentrated under reduced pressure, to give a colorless syrup.... Starting materials: CC=1C=C(C=CC1)N=C=O (3-methylphenyl isocyanate), NCC(=O)N1[C@@H](S[C@H]([C@@H]1C1=CC=CC=C1)C(=O)OC)C(=O)OC(C)(C)C (tert-butyl (2S,4S,5R)-3-(2-aminoacetyl)-5-methoxycarbonyl-4-phenyl-2-thiazolidinecarboxylate). The solvent is O1CCCC1 (tetrahydrofuran). Run at temperature 25 celsius, time 12 hour. Yields the product COC(=O)[C@H]1[C@@H](N([C@@H](S1)C(=O)OC(C)(C)C)C(CNC(=O)NC1=CC(=CC=C1)C)=O)C1=CC=CC=C1 (tert-butyl (2S,4S,5R)-5-methoxycarbonyl-3-{2-[3-(3-methylphenyl)ureido]acetyl}-4-phenyl-2-thiazolidinecarboxylate). RXN SMILES: [CH3:1][C:2]1[CH:3]=[C:4]([N:8]=[C:9]=[O:10])[CH:5]=[CH:6][CH:7]=1.[NH2:11][CH2:12][C:13]([N:15]1[C@@H:19]([C:20]2[CH:25]=[CH:24][CH:23]=[CH:22][CH:21]=2)[C@H:18]([C:26]([O:28][CH3:29])=[O:27])[S:17][C@H:16]1[C:30]([O:32][C:33]([CH3:36])([CH3:35])[CH3:34])=[O:31])=[O:14]>O1CCCC1>[CH3:29][O:28][C:26]([C@@H:18]1[S:17][C@@H:16]([C:30]([O:32][C:33]([CH3:36])([CH3:34])[CH3:35])=[O:31])[N:15]([C:13](=[O:14])[CH2:12][NH:11][C:9]([NH:8][C:4]2[CH:5]=[CH:6][CH:7]=[C:2]([CH3:1])[CH:3]=2)=[O:10])[C@H:19]1[C:20]1[CH:25]=[CH:24][CH:23]=[CH:22][CH:21]=1)=[O:27]. Procedure details: 50 μl of 3-methylphenyl isocyanate are added to a round-bottomed flask containing 0.14 g of tert-butyl (2S,4S,5R)-3-(2-aminoacetyl)-5-methoxycarbonyl-4-phenyl-2-thiazolidinecarboxylate dissolved in 10 ml of tetrahydrofuran. The reaction mixture is stirred for 12 hours at a temperature in the region of 25° C. and then concentrated to dryness under reduced pressure at 35° C. The crude product is purified by chromatography on silica [eluent: ethyl acetate/cyclohexane (40/60 by volume)]. The fractio... Reactants: ClC1=C(CC2C(N(CC2)C2CCC(CC2)=O)=O)C(=CC(=C1)OC)Cl (3-(2,6-Dichloro-4-methoxybenzyl)-1-(4-oxocyclohexyl)-pyrrolidin-2-one), C(C)O (ethanol), COCCN(CCOC)S(F)(F)F (deoxo-fluor). Run in ClCCl (dichloromethane). Reaction conditions: temperature 0 celsius, time 8 hour. Product: ClC1=C(CC2C(N(CC2)C2CC=C(CC2)F)=O)C=CC(=C1)OC (3-(2-Chloro-4-methoxy-benzyl)-1-(4-fluoro-cyclohex-3-enyl)-pyrrolidin-2-one). Isolated yield 35.6%. RXN SMILES: [Cl:1][C:2]1[CH:21]=[C:20]([O:22][CH3:23])[CH:19]=[C:18](Cl)[C:3]=1[CH2:4][CH:5]1[CH2:9][CH2:8][N:7]([CH:10]2[CH2:15][CH2:14][C:13](=O)[CH2:12][CH2:11]2)[C:6]1=[O:17].C(O)C.COCCN(S(F)(F)[F:38])CCOC>ClCCl>[Cl:1][C:2]1[CH:21]=[C:20]([O:22][CH3:23])[CH:19]=[CH:18][C:3]=1[CH2:4][CH:5]1[CH2:9][CH2:8][N:7]([CH:10]2[CH2:15][CH2:14][C:13]([F:38])=[CH:12][CH2:11]2)[C:6]1=[O:17]. Procedure: Dissolve 3-(2,6-Dichloro-4-methoxybenzyl)-1-(4-oxocyclohexyl)-pyrrolidin-2-one (Preparation 17) (2.09 g, 5.4 mmol) in dichloromethane (50 mL) and ethanol (0.06 mL, 1.08 mmol) and cool to 0° C. Add deoxo-fluor (1.69 mL, 9.18 mmol) over several minutes. Stir overnight at room temperature. Add saturated sodium bicarbonate and extract aqueous layer with dichloromethane. Wash the organic layer with brine and dry with Na2SO4, filter and concentrate to dryness. Purify the crude mixture over silica gel ... The reactants are O=C(c1ncc[nH]1)c1ncc[nH]1, CCOC(C)=O, NS(=O)(=O)C1CC1, COc1ncccc1-c1c(C(=O)O)n(Cc2ccccc2F)c2ccc(C)nc12, C1CCC2=NCCCN2CC1, C1CCOC1, O. Product: COc1ncccc1-c1c(C(=O)NS(=O)(=O)C2CC2)n(Cc2ccccc2F)c2ccc(C)nc12. RXN SMILES: [C:30]([c:31]1[nH:32][cH:33][cH:34][n:35]1)([c:36]1[nH:37][cH:38][cH:39][n:40]1)=[O:41].[CH3:65][CH2:66][O:67][C:68](=[O:69])[CH3:70].[CH:42]1([S:45](=[O:46])(=[O:47])[NH2:48])[CH2:43][CH2:44]1.[F:1][c:2]1[c:3]([CH2:4][n:5]2[c:6]([C:23](=[O:24])[OH:25])[c:7](-[c:15]3[c:16]([O:21][CH3:22])[n:17][cH:18][cH:19][cH:20]3)[c:8]3[n:9][c:10]([CH3:14])[cH:11][cH:12][c:13]23)[cH:26][cH:27][cH:28][cH:29]1.[N:49]12[CH2:50][CH2:51][CH2:52][N:53]=[C:54]1[CH2:55][CH2:56][CH2:57][CH2:58][CH2:59]2.[O:60]1[CH2:61][CH2:62][CH2:63][CH2:64]1.[OH2:71]>>[F:1][c:2]1[c:3]([CH2:4][n:5]2[c:6]([C:23](=[O:25])[NH:48][S:45]([CH:42]3[CH2:43][CH2:44]3)(=[O:46])=[O:47])[c:7](-[c:15]3[c:16]([O:21][CH3:22])[n:17][cH:18][cH:19][cH:20]3)[c:8]3[n:9][c:10]([CH3:14])[cH:11][cH:12][c:13]23)[cH:26][cH:27][cH:28][cH:29]1. Reactants: ClC1=CC=C(C=C1)[C@H]1CN(CC[C@@H]1[C@H](C)OC1=CC(=C(C=C1)Cl)Cl)C(=O)C1CCN(CC1)C1=NC=C(C=C1)C#N (4-{(3S,4S)-3-(4-Chloro-phenyl)-4-[(S)-1-(3,4-dichloro-phenoxy)-ethyl]-piperidine-1-carbonyl}-3,4,5,6-tetrahydro-2H-[1,2′]bipyridinyl-5′-carbonitrile), N1CCCCC1 (piperidine), C(C1=CC=CC=C1)N1C[C@@H]([C@H](CC1)[C@@H](C)O)C1=CC=C(C=C1)Cl ((R)-1-[(3S,4S)-1-Benzyl-3-(4-chloro-phenyl)-piperidin-4-yl]-ethanol), ClC1=CC=C(C=C1)O (4-chloro-phenol), CCN(C(C)C)C(C)C (DIPEA), ClC(C)OC(=O)Cl (1-chloroethyl-chloroformate). Reaction SMILES: [Cl:1][C:2]1[CH:7]=[CH:6][C:5]([C@@H:8]2[C@@H:13]([C@@H:14]([O:16][C:17]3[CH:22]=[CH:21][C:20]([Cl:23])=[C:19](Cl)[CH:18]=3)[CH3:15])[CH2:12][CH2:11][N:10]([C:25]([CH:27]3[CH2:32][CH2:31][N:30]([C:33]4[CH:38]=[CH:37][C:36]([C:39]#[N:40])=[CH:35][N:34]=4)[CH2:29][CH2:28]3)=[O:26])[CH2:9]2)=[CH:4][CH:3]=1.N1CCCCC1.C(N1CC[C@H]([C@H]([OH:62])C)[C@@H](C2C=CC(Cl)=CC=2)C1)C1C=CC=CC=1.ClC1C=CC(O)=CC=1.ClC(OC(Cl)=O)C.CCN(C(C)C)C(C)C>CO>[C:39]([C:36]1[CH:37]=[CH:38][C:33]([N:30]2[CH2:31][CH2:32][CH:27]([C:25]([OH:26])=[O:62])[CH2:28][CH2:29]2)=[N:34][CH:35]=1)#[N:40].[Cl:23][C:20]1[CH:19]=[CH:18][C:17]([O:16][C@H:14]([C@H:13]2[CH2:12][CH2:11][N:10]([C:25]([CH:27]3[CH2:32][CH2:31][N:30]([C:33]4[CH:38]=[CH:37][C:36]([C:39]#[N:40])=[CH:35][N:34]=4)[CH2:29][CH2:28]3)=[O:26])[CH2:9][C@@H:8]2[C:5]2[CH:6]=[CH:7][C:2]([Cl:1])=[CH:3][CH:4]=2)[CH3:15])=[CH:22][CH:21]=1. Yields the product C(#N)C=1C=CC(=NC1)N1CCC(CC1)C(=O)O (5′-Cyano-3,4,5,6-tetrahydro-2H-[1,2′]bipyridinyl-4-carboxylic acid), ClC1=CC=C(O[C@@H](C)[C@@H]2[C@H](CN(CC2)C(=O)C2CCN(CC2)C2=NC=C(C=C2)C#N)C2=CC=C(C=C2)Cl)C=C1 (4-[(3S,4S)-4-[(S)-1-(4-Chloro-phenoxy)-ethyl]-3-(4-chloro-phenyl)-piperidine-1-carbonyl]-3,4,5,6-tetrahydro-2H-[1,2′]bipyridinyl-5′-carbonitrile). Solvent: CO (methanol). Reported procedure: In analogy to the procedure described for the synthesis of 4-{(3S,4S)-3-(4-Chloro-phenyl)-4-[(S)-1-(3,4-dichloro-phenoxy)-ethyl]-piperidine-1-carbonyl}-3,4,5,6-tetrahydro-2H-[1,2′]bipyridinyl-5′-carbonitrile (example 49) the respective piperidine derivative was prepared from (R)-1-[(3S,4S)-1-Benzyl-3-(4-chloro-phenyl)-piperidin-4-yl]-ethanol and 4-chloro-phenol via Mitsunobu reaction and subsequently the benzyl group was cleaved by treatment with 1-chloroethyl-chloroformate, DIPEA and methanol. ... The reactants are 3, C(Cl)Cl (methylene chloride), OCC1=C(C(=C(C=C1)CO)C1=CC=C(C=C1)F)C1=CC=C(C=C1)F (1,4-bis(hydroxymethyl)-2,3-di-(4-fluorophenyl)-benzene), S(=O)(Cl)Cl (thionyl chloride). Reagents/catalysts: N1=CC=CC=C1 (pyridine). The product is ClCC1=C(C(=C(C=C1)CCl)C1=CC=C(C=C1)F)C1=CC=C(C=C1)F (1,4-Bis(chloromethyl)-2,3-di-(4-fluorophenyl)-benzene). The yield is 26.0%. RXN SMILES: O[CH2:2][C:3]1[CH:8]=[CH:7][C:6](CO)=[C:5]([C:11]2[CH:16]=[CH:15][C:14]([F:17])=[CH:13][CH:12]=2)[C:4]=1[C:18]1[CH:23]=[CH:22][C:21]([F:24])=[CH:20][CH:19]=1.S(Cl)([Cl:27])=O.[CH2:29]([Cl:31])Cl>N1C=CC=CC=1>[Cl:27][CH2:2][C:3]1[CH:8]=[CH:7][C:6]([CH2:29][Cl:31])=[C:5]([C:11]2[CH:16]=[CH:15][C:14]([F:17])=[CH:13][CH:12]=2)[C:4]=1[C:18]1[CH:23]=[CH:22][C:21]([F:24])=[CH:20][CH:19]=1. Procedure: A 250 mL 3 neck round-bottom flask equipped with a condenser was flushed with nitrogen and then loaded with 1,4-bis(hydroxymethyl)-2,3-di-(4-fluorophenyl)-benzene (2.70 g, 8.28 mmol), thionyl chloride (2.20 g, 18.5 mmol), methylene chloride (90 mL) and 3 drops of pyridine. The solution was then refluxed overnight and then cooled to room temperature. Methylene chloride was removed by rotary evaporation and then methanol was added to precipitate out the white product (0.77 g, 26% yield). Starting materials: [Si](C)(C)(C(C)(C)C)OC=1C=C(C=CC1)S(=O)(=O)C1=CC2=C(OC([C@@]3([C@H]2O3)C)(C)C)C=C1 ((3S,4S)-6-(3-tert-Butyldimethylsilyloxyphenyl)sulphonyl-3,4-dihydro-3,4-epoxy-2,2,3-trimethyl-2H-benzo[b]pyran), N (ammonia). Solvent: C(C)O (ethanol). Reaction conditions: temperature 45 celsius. Yields the product N[C@@H]1C2=C(OC([C@@]1(C)O)(C)C)C=CC(=C2)S(=O)(=O)C2=CC(=CC=C2)O ((3S,4R)-4-amino-3,4-dihydro-3-hydroxy-6-(3-hydroxyphenyl)sulphonyl-2,2,3-trimethyl-2H-benzo[b]pyran). Reaction SMILES: [Si]([O:8][C:9]1[CH:10]=[C:11]([S:15]([C:18]2[CH:31]=[CH:30][C:21]3[O:22][C:23]([CH3:29])([CH3:28])[C@@:24]4([CH3:27])[O:26][C@H:25]4[C:20]=3[CH:19]=2)(=[O:17])=[O:16])[CH:12]=[CH:13][CH:14]=1)(C(C)(C)C)(C)C.[NH3:32]>C(O)C>[NH2:32][C@H:25]1[C@@:24]([OH:26])([CH3:27])[C:23]([CH3:29])([CH3:28])[O:22][C:21]2[CH:30]=[CH:31][C:18]([S:15]([C:11]3[CH:12]=[CH:13][CH:14]=[C:9]([OH:8])[CH:10]=3)(=[O:17])=[O:16])=[CH:19][C:20]1=2. Reported procedure: (3S,4S)-6-(3-tert-Butyldimethylsilyloxyphenyl)sulphonyl-3,4-dihydro-3,4-epoxy-2,2,3-trimethyl-2H-benzo[b]pyran (2.2 g) (see Preparation 15) was dissolved in ethanol (25 ml) and 35% aqueous ammonia solution (25ml) was added. The mixture was heated at 40-50° C. for 24 hours. The solvent was removed under reduced pressure and the residue was chromatographed on silica using 7.5:92.5 methanol: dichloromethane as the eluent to yield (3S,4R)-4-amino-3,4-dihydro-3-hydroxy-6-(3-hydroxyphenyl)sulphonyl-2,... Starting materials: C(C1=CC=CC=C1)OCN1N=CC2=C(C1=O)C(=CN2COCC[Si](C)(C)C)C (5-benzyloxymethyl-3-methyl-1-(2-trimethylsilylethoxymethyl)-1,5-dihydropyrrolo[2,3-d]pyridazin-4-one), [H][H] (hydrogen). The reagents and catalysts are [Pd] (palladium). The yield is 78.7%. As a reaction SMILES: C(OC[N:10]1[C:15](=[O:16])[C:14]2[C:17]([CH3:28])=[CH:18][N:19]([CH2:20][O:21][CH2:22][CH2:23][Si:24]([CH3:27])([CH3:26])[CH3:25])[C:13]=2[CH:12]=[N:11]1)C1C=CC=CC=1.[H][H]>[Pd].C(O)C>[CH3:28][C:17]1[C:14]2[C:15](=[O:16])[NH:10][N:11]=[CH:12][C:13]=2[N:19]([CH2:20][O:21][CH2:22][CH2:23][Si:24]([CH3:25])([CH3:27])[CH3:26])[CH:18]=1. Solvent: C(C)O (ethanol). Run at time 5 hour. Procedure details: To 380 ml of ethanol solution containing 25.3 g (65 mmol) of 5-benzyloxymethyl-3-methyl-1-(2-trimethylsilylethoxymethyl)-1,5-dihydropyrrolo[2,3-d]pyridazin-4-one obtained in Reference example 24-(c) was added 25 g of 5% palladium-active carbon, and the mixture was stirred under 1 atm hydrogen atmosphere at room temperature for 2.5 hours. After completion of the reaction, insoluble material was removed from the reaction suspension by filtration, 100 ml of 28% aqueous ammonia was added to the obta... Product: CC1=CN(C=2C=NNC(C21)=O)COCC[Si](C)(C)C (3-Methyl-1-(2-trimethylsilylethoxymethyl)-1,5-dihydropyrrolo[2,3-d]pyridazin-4-one).